Dataset: the Open Reaction Database (ORD), a public repository of structured organic reaction records. Task: describe an organic reaction: reactants, conditions, products, and yield Starting materials: CN(C)C=O (DMF), N1=C(C=CC=C1)O (2-pyridinol), BrCCCCCl (1-bromo-4-chlorobutane), C([O-])([O-])=O.[K+].[K+] (potassium carbonate). Run in C(C)(=O)OCC (ethyl acetate), O (Water). Run at time 8 hour. Product: ClCCCCOC1=NC=CC=C1 (2-(4-chlorobutoxy)pyridine). Yield: 17.0%. Reaction SMILES: CN(C=O)C.[N:6]1[CH:11]=[CH:10][CH:9]=[CH:8][C:7]=1[OH:12].Br[CH2:14][CH2:15][CH2:16][CH2:17][Cl:18].C(=O)([O-])[O-].[K+].[K+]>C(OCC)(=O)C.O>[Cl:18][CH2:17][CH2:16][CH2:15][CH2:14][O:12][C:7]1[CH:8]=[CH:9][CH:10]=[CH:11][N:6]=1 |f:3.4.5|. Procedure details: To a DMF solution (110 ml) containing 2-pyridinol (10 g, 105 mmol) and 1-bromo-4-chlorobutane (36 ml, 315 mmol) was added potassium carbonate (16 g, 116 mmol), followed by stirring at room temperature for 8 hours. Water (300 ml) was added to the reaction solution, and extraction with ethyl acetate (300 ml) was then conducted. The organic layer was washed with water (300 ml) twice and dried over magnesium sulfate. The solvent was distilled off under reduced pressure, and the residue was then puri... Starting materials: C(C1=CC=CC=C1)Br (Benzyl bromide), [NH4+].[Cl-] (NH4Cl), CC(C)([O-])C.[K+] (potassium t-butoxide), (±)-3cyclohexane-1-methanol, C1CCOC1 (THF), resultant mixture. Reaction conditions: time 16 hour. The product is C(C1=CC=CC=C1)OCC1C=CCCC1 ((±)-3-(benzyloxy)methyl-1-cyclohexene). Yield: 92.0%. As a reaction SMILES: [CH3:1][C:2](C)([O-])[CH3:3].[K+].[CH2:7](Br)[C:8]1[CH:13]=[CH:12][CH:11]=[CH:10][CH:9]=1.[NH4+].[Cl-].[CH2:17]1[CH2:21][O:20][CH2:19][CH2:18]1>>[CH2:7]([O:20][CH2:19][CH:18]1[CH2:17][CH2:21][CH2:3][CH:2]=[CH:1]1)[C:8]1[CH:13]=[CH:12][CH:11]=[CH:10][CH:9]=1 |f:0.1,3.4|. Procedure: A solution of potassium t-butoxide (1.0M in THF, 8.27 mL, 8.27 mmol) was added dropwise to a solution of (±)-3cyclohexane-1-methanol (853 mg, 7.60 mmol) in THF (35 mL) at 25° C. under N2. The resultant mixture was stirred at 25° C. for 30 minutes. Benzyl bromide (1.0 mL, 8.37 mmol) was added dropwise. The reaction mixture was allowed to stir at room temperature for 16 hours and then treated with saturated aqueous NH4Cl (5 mL) and concentrated. The residue was dissolved in ether (50 mL), washed w... Reactants: N#CCc1ccccc1-c1ccc(C(=O)N2Cc3ccc(C(=O)NCc4cccnc4)n3Cc3ccccc32)cc1, O=C([O-])[O-], CCO, Cl, [K+], [K+], NO, O. The product is NC(Cc1ccccc1-c1ccc(C(=O)N2Cc3ccc(C(=O)NCc4cccnc4)n3Cc3ccccc32)cc1)=NO. Reaction SMILES: [C:1](#[N:2])[CH2:3][c:4]1[c:5](-[c:10]2[cH:11][cH:12][c:13]([C:16](=[O:17])[N:18]3[CH2:19][c:20]4[n:21]([c:29]([C:32](=[O:33])[NH:34][CH2:35][c:36]5[cH:37][n:38][cH:39][cH:40][cH:41]5)[cH:30][cH:31]4)[CH2:22][c:23]4[c:24]3[cH:25][cH:26][cH:27][cH:28]4)[cH:14][cH:15]2)[cH:6][cH:7][cH:8][cH:9]1.[C:45](=[O:46])([O-:47])[O-:48].[CH3:51][CH2:52][OH:53].[ClH:42].[K+:49].[K+:50].[NH2:43][OH:44].[OH2:54]>>[C:1]([NH2:2])([CH2:3][c:4]1[c:5](-[c:10]2[cH:11][cH:12][c:13]([C:16](=[O:17])[N:18]3[CH2:19][c:20]4[n:21]([c:29]([C:32](=[O:33])[NH:34][CH2:35][c:36]5[cH:37][n:38][cH:39][cH:40][cH:41]5)[cH:30][cH:31]4)[CH2:22][c:23]4[c:24]3[cH:25][cH:26][cH:27][cH:28]4)[cH:14][cH:15]2)[cH:6][cH:7][cH:8][cH:9]1)=[N:43][OH:44]. The reactants are CC(C)(C)OP(=O)(OCC(=O)OCc1ccccc1)OC(C)(C)C, CO, [H][H]. Yields the product CC(C)(C)OP(=O)(OCC(=O)O)OC(C)(C)C. RXN SMILES: [CH2:1]([c:2]1[cH:3][cH:4][cH:5][cH:6][cH:7]1)[O:8][C:9]([CH2:10][O:11][P:12](=[O:13])([O:14][C:15]([CH3:16])([CH3:17])[CH3:18])[O:19][C:20]([CH3:21])([CH3:22])[CH3:23])=[O:24].[CH3:27][OH:28].[H:25][H:26]>>[O:8]=[C:9]([CH2:10][O:11][P:12](=[O:13])([O:14][C:15]([CH3:16])([CH3:17])[CH3:18])[O:19][C:20]([CH3:21])([CH3:22])[CH3:23])[OH:24]. Starting materials: [Br-].CN(C=1C=CC2=C(C3=CC=C(C=C3[O+]=C2C1)N(C)C)C1=C(C(=C(C=C1)N)N)C(=O)OCOC(C)=O)C (3,6-bis(dimethylamino)-9-(2-acetoxymethoxycarbonyl-3,4-diaminophenyl)xanthylium bromide), [I-].CN(C=1C=CC2=C(C3=CC=C(C=C3[O+]=C2C1)N(C)C)C1=C(C(=C(C(=C1)C(=O)OC)NC)N)OC(C)=O)C (3,6-bis(dimethylamino)-9-[2-acetoxy-methoxycarbonyl-3-amino-4-(N-methylamino)phenyl]xanthylium iodide). Yields the product [I-].CN(C=1C=CC2=C(C3=CC=C(C=C3[O+]=C2C1)N(C)C)C1=C(C(=C(C=C1)NC)N)C(=O)OCOC(C)=O)C (3,6-bis(Dimethylamino)-9-[2-acetoxymethoxycarbonyl-3-amino-4-(N-methylamino)phenyl]xanthylium Iodide). As a reaction SMILES: [Br-].[CH3:2][N:3]([CH3:37])[C:4]1[CH:5]=[CH:6][C:7]2[C:16]([CH:17]=1)=[O+:15][C:14]1[C:9](=[CH:10][CH:11]=[C:12]([N:18]([CH3:20])[CH3:19])[CH:13]=1)[C:8]=2[C:21]1[CH:26]=[CH:25][C:24]([NH2:27])=[C:23]([NH2:28])[C:22]=1[C:29]([O:31][CH2:32][O:33][C:34](=[O:36])[CH3:35])=[O:30].[I-:38].[CH3:39]N(C)C1C=CC2C(C=1)=[O+]C1C(=CC=C(N(C)C)C=1)C=2C1C=C(C(OC)=O)C(NC)=C(N)C=1OC(=O)C>>[I-:38].[CH3:20][N:18]([CH3:19])[C:12]1[CH:11]=[CH:10][C:9]2[C:14]([CH:13]=1)=[O+:15][C:16]1[C:7](=[CH:6][CH:5]=[C:4]([N:3]([CH3:2])[CH3:37])[CH:17]=1)[C:8]=2[C:21]1[CH:26]=[CH:25][C:24]([NH:27][CH3:39])=[C:23]([NH2:28])[C:22]=1[C:29]([O:31][CH2:32][O:33][C:34](=[O:36])[CH3:35])=[O:30] |f:0.1,2.3,4.5|. Procedure details: From the above 3,6-bis(dimethylamino)-9-(2-acetoxymethoxycarbonyl-3,4-diaminophenyl)xanthylium bromide (133 mg), 3,6-bis(dimethylamino)-9-[2-acetoxy-methoxycarbonyl-3-amino-4-(N-methylamino)phenyl]xanthylium iodide was obtained (40.5 mg, 27.5%) in the same manner as in Example 1. Starting materials: ClC1=NC=C(C=C1C(=O)N[C@@H](C)C1=CC=C(C(=O)OC)C=C1)Cl (Methyl 4-((1S)-1-{[(2,5-dichloropyridin-3-yl)carbonyl]amino}ethyl)benzoate), FC1=C(C(=CC=C1)F)O (2,6-difluorophenol). Product: ClC=1C=C(C(=NC1)OC1=C(C=CC=C1F)F)C(=O)N[C@@H](C)C1=CC=C(C(=O)OC)C=C1 (Methyl 4-[(1S)-1-({[5-chloro-2-(2,6-difluorophenoxy)pyridin-3-yl]carbonyl}amino)ethyl]benzoate). As a reaction SMILES: Cl[C:2]1[C:7]([C:8]([NH:10][C@H:11]([C:13]2[CH:22]=[CH:21][C:16]([C:17]([O:19][CH3:20])=[O:18])=[CH:15][CH:14]=2)[CH3:12])=[O:9])=[CH:6][C:5]([Cl:23])=[CH:4][N:3]=1.[F:24][C:25]1[CH:30]=[CH:29][CH:28]=[C:27]([F:31])[C:26]=1[OH:32]>>[Cl:23][C:5]1[CH:6]=[C:7]([C:8]([NH:10][C@H:11]([C:13]2[CH:22]=[CH:21][C:16]([C:17]([O:19][CH3:20])=[O:18])=[CH:15][CH:14]=2)[CH3:12])=[O:9])[C:2]([O:32][C:26]2[C:25]([F:24])=[CH:30][CH:29]=[CH:28][C:27]=2[F:31])=[N:3][CH:4]=1. Reported procedure: The title compound was prepared according to the procedure described in step 2 of Example 48 from methyl 4-((1S)-1-{[(2,5-dichloropyridin-3-yl)carbonyl]amino}ethyl)benzoate (step 1 of Example 48) and 2,6-difluorophenol: 1H-NMR (CDCl3) δ 8.54 (1H, d, J=2.7 Hz), 8.11 (1H, d, J=2.7 Hz), 8.05–7.94 (3H, m), 7.48–7.42 (2H, m), 7.33–7.23 (1H, m), 7.12–7.02 (2H, m), 5.45–5.33 (1H, m), 3.90 (3H, s), 1.61 (3H, d, J=7.0 Hz); MS (ESI) m/z 447 (M+H)+, 445 (M−H)−.